Dataset: the Open Reaction Database (ORD), a public repository of structured organic reaction records. Task: describe an organic reaction: reactants, conditions, products, and yield Yields the product O=C1CN(Cc2c(-c3ccccc3)[nH]c3c([N+](=O)[O-])cc(Cl)cc23)CCN1. As a reaction SMILES: [C:33]([O:34][BH-:35]([O:36][C:37](=[O:38])[CH3:39])[O:40][C:41](=[O:42])[CH3:43])(=[O:44])[CH3:45].[CH3:22][C:23](=[O:24])[OH:25].[Cl:1][c:2]1[cH:3][c:4]2[c:5]([CH:20]=[O:21])[c:6](-[c:14]3[cH:15][cH:16][cH:17][cH:18][cH:19]3)[nH:7][c:8]2[c:9]([N+:11](=[O:12])[O-:13])[cH:10]1.[Cl:47][CH:48]([Cl:49])[CH3:50].[Na+:46].[O:26]=[C:27]1[NH:28][CH2:29][CH2:30][NH:31][CH2:32]1.[OH2:51]>>[Cl:1][c:2]1[cH:3][c:4]2[c:5]([CH2:20][N:31]3[CH2:30][CH2:29][NH:28][C:27](=[O:26])[CH2:32]3)[c:6](-[c:14]3[cH:15][cH:16][cH:17][cH:18][cH:19]3)[nH:7][c:8]2[c:9]([N+:11](=[O:12])[O-:13])[cH:10]1. The reactants are CC(=O)O[BH-](OC(C)=O)OC(C)=O, CC(=O)O, O=Cc1c(-c2ccccc2)[nH]c2c([N+](=O)[O-])cc(Cl)cc12, CC(Cl)Cl, [Na+], O=C1CNCCN1, O. The reactants are Cc1ccccc1, CC(=O)C(C)N(C(=O)Cc1ccccc1)C(C)(C)c1cc(Cl)cc(Cl)c1, O. The product is CC1=C(c2ccccc2)C(=O)N(C(C)(C)c2cc(Cl)cc(Cl)c2)C1C. RXN SMILES: [CH3:1][c:2]1[cH:3][cH:4][cH:5][cH:6][cH:7]1.[CH3:8][C:9]([CH3:10])([c:11]1[cH:12][c:13]([Cl:18])[cH:14][c:15]([Cl:17])[cH:16]1)[N:19]([C:20]([CH2:21][c:22]1[cH:23][cH:24][cH:25][cH:26][cH:27]1)=[O:28])[CH:29]([C:30]([CH3:31])=[O:32])[CH3:33].[OH2:34]>>[CH3:8][C:9]([CH3:10])([c:11]1[cH:12][c:13]([Cl:18])[cH:14][c:15]([Cl:17])[cH:16]1)[N:19]1[C:20](=[O:28])[C:21]([c:22]2[cH:23][cH:24][cH:25][cH:26][cH:27]2)=[C:30]([CH3:31])[CH:29]1[CH3:33]. The reactants are intermediate 46, C1(CC1)C=1C=C(C2=C(N1)N(N=C2C)C2=CC=NC=C2)C(=O)OCC (ethyl 6-cyclopropyl-1-(4-pyridinyl)-3-methyl-1H-pyrazolo[3,4-b]pyridine-4-carboxylate), [OH-].[Na+] (sodium hydroxide). Run in C(C)O (ethanol). Conditions: time 1 hour. Product: C1(CC1)C=1C=C(C2=C(N1)N(N=C2C)C2=CC=NC=C2)C(=O)O (6-Cyclopropyl-3-methyl-1-(4-pyridinyl)-1H-pyrazolo[3,4-b]pyridine-4-carboxylic acid). Reaction SMILES: [CH:1]1([C:4]2[CH:5]=[C:6]([C:20]([O:22]CC)=[O:21])[C:7]3[C:12]([CH3:13])=[N:11][N:10]([C:14]4[CH:19]=[CH:18][N:17]=[CH:16][CH:15]=4)[C:8]=3[N:9]=2)[CH2:3][CH2:2]1.[OH-].[Na+]>C(O)C>[CH:1]1([C:4]2[CH:5]=[C:6]([C:20]([OH:22])=[O:21])[C:7]3[C:12]([CH3:13])=[N:11][N:10]([C:14]4[CH:19]=[CH:18][N:17]=[CH:16][CH:15]=4)[C:8]=3[N:9]=2)[CH2:2][CH2:3]1 |f:1.2|. Reported procedure: The title compound was prepared in the same manner as described for intermediate 46 using ethyl 6-cyclopropyl-1-(4-pyridinyl)-3-methyl-1H-pyrazolo[3,4-b]pyridine-4-carboxylate (240 mg, 0.796 mmol), sodium hydroxide (4 mL, 4.00 mmol), and ethanol (30 mL), wherein the stir time was 1 h. The final product was collected as 0.210 g (89%). LCMS E-S (M+H)=295.3. Starting materials: C=CC1CNCCN1, O=C(O)c1cn(C2CC2)c2cc(Cl)c(F)cc2c1=O, c1ccncc1. Yields the product C=CC1CN(c2cc3c(cc2F)c(=O)c(C(=O)O)cn3C2CC2)CCN1. RXN SMILES: [CH:20](=[CH2:21])[CH:22]1[CH2:23][NH:24][CH2:25][CH2:26][NH:27]1.[Cl:1][c:2]1[c:3]([F:19])[cH:4][c:5]2[c:6](=[O:18])[c:7]([C:15](=[O:16])[OH:17])[cH:8][n:9]([CH:12]3[CH2:13][CH2:14]3)[c:10]2[cH:11]1.[cH:28]1[cH:29][cH:30][n:31][cH:32][cH:33]1>>[c:2]1([N:24]2[CH2:23][CH:22]([CH:20]=[CH2:21])[NH:27][CH2:26][CH2:25]2)[c:3]([F:19])[cH:4][c:5]2[c:6](=[O:18])[c:7]([C:15](=[O:16])[OH:17])[cH:8][n:9]([CH:12]3[CH2:13][CH2:14]3)[c:10]2[cH:11]1. Reactants: NC=1C=CC(=NC1N)N1C[C@@H](CCC1)C(=O)N1CCCC1 ((R)-(1-(5,6-diaminopyridin-2-yl)piperidin-3-yl)(pyrrolidin-1-yl)methanone), C1(CCC1)C1=NC=CC(=N1)C=O (2-cyclobutylpyrimidine-4-carbaldehyde), [S] (sulfur), C(C)(=O)O (acetic acid). Run in C(C)O (ethanol). Conditions: time 16 hour. Yields the product C1(CCC1)C1=NC=CC(=N1)C1=NC=2C(=NC(=CC2)N2C[C@@H](CCC2)C(=O)N2CCCC2)N1 ((R)-(1-(2-(2-Cyclobutylpyrimidin-4-yl)-3H-imidazo[4,5-b]pyridin-5-yl)piperidin-3-yl)(pyrrolidin-1-yl)methanone). As a reaction SMILES: [NH2:1][C:2]1[CH:3]=[CH:4][C:5]([N:9]2[CH2:14][CH2:13][CH2:12][C@@H:11]([C:15]([N:17]3[CH2:21][CH2:20][CH2:19][CH2:18]3)=[O:16])[CH2:10]2)=[N:6][C:7]=1[NH2:8].[CH:22]1([C:26]2[N:31]=[C:30]([CH:32]=O)[CH:29]=[CH:28][N:27]=2)[CH2:25][CH2:24][CH2:23]1.[S].C(O)(=O)C>C(O)C>[CH:22]1([C:26]2[N:31]=[C:30]([C:32]3[NH:8][C:7]4=[N:6][C:5]([N:9]5[CH2:14][CH2:13][CH2:12][C@@H:11]([C:15]([N:17]6[CH2:21][CH2:20][CH2:19][CH2:18]6)=[O:16])[CH2:10]5)=[CH:4][CH:3]=[C:2]4[N:1]=3)[CH:29]=[CH:28][N:27]=2)[CH2:23][CH2:24][CH2:25]1 |^3:33|. Procedure: To a solution of (R)-(1-(5,6-diaminopyridin-2-yl)piperidin-3-yl)(pyrrolidin-1-yl)methanone (135.9 mg, 0.5 mmol) in ethanol was added 2-cyclobutylpyrimidine-4-carbaldehyde (76.2 mg, 0.5 mmol), sulfur (30.1 mg, 0.9 mmol) and acetic acid (0.15 mL) at room temperature under nitrogen. The reaction mixture was stirred for 16 h at reflux. The solvent was removed under reduced pressure. Water was added to the residue and the mixture was extracted with ethyl acetate. The combined organics were dried over... Starting materials: CN1CCN(CC1)C1=CC(=C(C=C1)CO)NC1CCOCC1 ((4-(4-methylpiperazine-1-yl)-2-(tetrahydro-2H-pyran-4-ylamino)phenyl)methanol). Reagents/catalysts: [O-2].[O-2].[Mn+4] (manganese dioxide). Solvent: C(C)(=O)OCC (ethyl acetate), ClCCl (dichloromethane). Conditions: time 5 hour. The product is CN1CCN(CC1)C1=CC(=C(C=O)C=C1)NC1CCOCC1 (4-(4-methylpiperazine-1-yl)-2-(tetrahydro-2H-pyran-4-ylamino)benzaldehyde). Isolated yield 50.3%. Reaction SMILES: [CH3:1][N:2]1[CH2:7][CH2:6][N:5]([C:8]2[CH:13]=[CH:12][C:11]([CH2:14][OH:15])=[C:10]([NH:16][CH:17]3[CH2:22][CH2:21][O:20][CH2:19][CH2:18]3)[CH:9]=2)[CH2:4][CH2:3]1>C(OCC)(=O)C.ClCCl.[O-2].[O-2].[Mn+4]>[CH3:1][N:2]1[CH2:3][CH2:4][N:5]([C:8]2[CH:13]=[CH:12][C:11]([CH:14]=[O:15])=[C:10]([NH:16][CH:17]3[CH2:22][CH2:21][O:20][CH2:19][CH2:18]3)[CH:9]=2)[CH2:6][CH2:7]1 |f:3.4.5|. Reported procedure: 85 mg (0.982 mmol) of manganese dioxide is added at room temperature to a solution of (4-(4-methylpiperazine-1-yl)-2-(tetrahydro-2H-pyran-4-ylamino)phenyl)methanol (100 mg, 0.327 mmol) in a mixture of ethyl acetate (10 ml) and dichloromethane (9 ml). The reaction mixture is placed in an ultrasonic bath for 5 hours. The reaction mixture is filtered, the solvents are evaporated and the crude product is purified by chromatography to yield 50.0 mg (yield-50.3%) of (4-(4-methylpiperazine-1-yl)-2-(tet... Starting materials: ON1N=NC2=C1C=CC=C2 (1-hydroxybenzotriazole), [F-].C(CCC)[N+](CCCC)(CCCC)CCCC (tetrabutylammoniumfluoride), Example 16 ( 16a ), Example 10 ( 10d ), O1CCCC1 (tetrahydrofuran), solution, [Si](C)(C)(C(C)(C)C)OCC1=CC(=C(S1)C(N)=NO)CC (5-({[t-butyl(dimethyl)silyl]oxy}methyl)-3-ethyl-N′-hydroxythiophene-2-carboximidamide), Example 5 ( 5a ), ClC=1C=C(C(=O)O)C=CC1OC1=CC(=CC=C1)F (3-chloro-4-(3-fluorophenoxy)benzoic acid), Cl.C(C)N=C=NCCCN(C)C (1-ethyl-3-(3-dimethylaminopropyl)carbodiimide hydrochloride). The product is crude product, ClC=1C=C(C=CC1OC1=CC(=CC=C1)F)C1=NC(=NO1)C1=C(C=C(S1)CO)CC ((5-{5-[3-Chloro-4-(3-fluorophenoxy)phenyl]-1,2,4-oxadiazol-3-yl}-4-ethyl-2-thienyl)methanol). Reaction SMILES: [Cl:1][C:2]1[CH:3]=[C:4]([CH:8]=[CH:9][C:10]=1[O:11][C:12]1[CH:17]=[CH:16][CH:15]=[C:14]([F:18])[CH:13]=1)[C:5]([OH:7])=O.ON1C2C=CC=CC=2N=N1.Cl.C(N=C=NCCCN(C)C)C.[Si]([O:48][CH2:49][C:50]1[S:54][C:53]([C:55](=[N:57]O)[NH2:56])=[C:52]([CH2:59][CH3:60])[CH:51]=1)(C(C)(C)C)(C)C.[F-].C([N+](CCCC)(CCCC)CCCC)CCC.O1CCCC1>>[Cl:1][C:2]1[CH:3]=[C:4]([C:5]2[O:7][N:57]=[C:55]([C:53]3[S:54][C:50]([CH2:49][OH:48])=[CH:51][C:52]=3[CH2:59][CH3:60])[N:56]=2)[CH:8]=[CH:9][C:10]=1[O:11][C:12]1[CH:17]=[CH:16][CH:15]=[C:14]([F:18])[CH:13]=1 |f:2.3,5.6|. Procedure details: The crude product of the title compound was synthesized by conducting the reaction similar to that mentioned in Example 5 (5a) using 3-chloro-4-(3-fluorophenoxy)benzoic acid (0.14 g, 0.53 mmol) that was obtained in Example 16 (16a), 1-hydroxybenzotriazole (0.086 g, 0.56 mmol), 1-ethyl-3-(3-dimethylaminopropyl)carbodiimide hydrochloride (0.11 g, 0.56 mmol), 5-({[t-butyl(dimethyl)silyl]oxy}methyl)-3-ethyl-N′-hydroxythiophene-2-carboximidamide (0.16 g, 0.51 mmol) that was obtained in Example 10 (10... Reactants: Cc1nc(N2CC(C)N(Cc3ccc(F)cc3)C2=O)sc1C(=O)O, NCc1ccc(F)c(F)c1, NCc1cccnc1. Yields the product Cc1nc(N2CC(C)N(Cc3ccc(F)cc3)C2=O)sc1C(=O)NCc1ccc(F)c(F)c1. RXN SMILES: [F:19][c:20]1[cH:21][cH:22][c:23]([CH2:24][N:25]2[C:26](=[O:40])[N:27]([c:31]3[s:32][c:33]([C:37](=[O:38])[OH:39])[c:34]([CH3:36])[n:35]3)[CH2:28][CH:29]2[CH3:30])[cH:41][cH:42]1.[F:9][c:10]1[cH:11][c:12]([CH2:13][NH2:14])[cH:15][cH:16][c:17]1[F:18].[n:1]1[cH:2][cH:3][cH:4][c:5]([CH2:6][NH2:7])[cH:8]1>>[F:9][c:10]1[cH:11][c:12]([CH2:13][NH:14][C:37]([c:33]2[s:32][c:31]([N:27]3[C:26](=[O:40])[N:25]([CH2:24][c:23]4[cH:22][cH:21][c:20]([F:19])[cH:42][cH:41]4)[CH:29]([CH3:30])[CH2:28]3)[n:35][c:34]2[CH3:36])=[O:38])[cH:15][cH:16][c:17]1[F:18]. Starting materials: C=CC(=O)OCC, CCO, CCC(=O)N(C)C1CCNCC1. Product: CCOC(=O)CCN1CCC(N(C)C(=O)CC)CC1. RXN SMILES: [C:1]([CH:2]=[CH2:3])(=[O:4])[O:5][CH2:6][CH3:7].[CH3:20][CH2:21][OH:22].[NH:8]1[CH2:9][CH2:10][CH:11]([N:14]([C:15]([CH2:16][CH3:17])=[O:18])[CH3:19])[CH2:12][CH2:13]1>>[C:1]([CH2:2][CH2:3][N:8]1[CH2:9][CH2:10][CH:11]([N:14]([C:15]([CH2:16][CH3:17])=[O:18])[CH3:19])[CH2:12][CH2:13]1)(=[O:4])[O:5][CH2:6][CH3:7]. The reactants are CN1C(=O)CCC1(CO[SiH](C)C)C(C)(C)C, COc1ccc(P2(=S)SP(=S)(c3ccc(OC)cc3)S2)cc1, C1CCOC1. Yields the product CN1C(=S)CCC1(CO[SiH](C)C)C(C)(C)C. RXN SMILES: [C:1]([CH3:2])([CH3:3])([CH3:4])[C:5]1([CH2:12][O:13][SiH:14]([CH3:15])[CH3:16])[N:6]([CH3:11])[C:7](=[O:10])[CH2:8][CH2:9]1.[CH3:17][O:18][c:19]1[cH:20][cH:21][c:22]([P:23]2(=[S:26])[S:24][P:25]([c:27]3[cH:28][cH:29][c:30]([O:31][CH3:32])[cH:33][cH:34]3)(=[S:35])[S:36]2)[cH:37][cH:38]1.[O:39]1[CH2:40][CH2:41][CH2:42][CH2:43]1>>[C:1]([CH3:2])([CH3:3])([CH3:4])[C:5]1([CH2:12][O:13][SiH:14]([CH3:15])[CH3:16])[N:6]([CH3:11])[C:7](=[S:26])[CH2:8][CH2:9]1.